Dataset: the Open Reaction Database (ORD), a public repository of structured organic reaction records. Task: describe an organic reaction: reactants, conditions, products, and yield Reactants: C(C)(=O)OC(C)=O (acetic anhydride), C(C=C)(=O)OCCCCO (4-hydroxybutyl acrylate), N1=CC=CC=C1 (pyridine). Solvent: O (water). Run at temperature 5 celsius, time 2 hour. Product: C(C=C)(=O)OCCCCOC(C)=O (4-acetoxybutyl acrylate). As a reaction SMILES: [C:1]([O:5][CH2:6][CH2:7][CH2:8][CH2:9][OH:10])(=[O:4])[CH:2]=[CH2:3].N1C=CC=CC=1.[C:17](OC(=O)C)(=[O:19])[CH3:18]>O>[C:1]([O:5][CH2:6][CH2:7][CH2:8][CH2:9][O:10][C:17](=[O:19])[CH3:18])(=[O:4])[CH:2]=[CH2:3]. Procedure details: 144.7 g of 4-hydroxybutyl acrylate and 118.7 g of pyridine were charged into a separable flask having a capacity of 1 liter, provided with a stirrer, a Jean-stark water separator, a cooling tube and a nitrogen gas inlet tube, and then 127.8 g of acetic anhydride was dropwise added thereto at 5° C. with stirring over 2 hours, while replacing the flask inside atomosphere with a nitrogen gas. After the dropwise addition, stirring was continued for one hour to conduct reaction. After completion of t... Reactants: C(C)NC1=C(C=CC(=C1)OC)C1CC2=CC=C(C=C2CC1)OC (ethyl[5-methoxy-2-(6-methoxy-1,2,3,4-tetrahydronaphthalen-2-yl)phenyl]amine), Cl.C(C1=CC=NC=C1)(=O)Cl (isonicotinoyl chloride hydrochloride), C(C)N(C(=O)C1=CC=NC=C1)C1=C(C=CC(=C1)OC)C1CC2=CC=C(C=C2CC1)OC (pyridine-4-carboxylic acid ethyl [5-methoxy-2-(6-methoxy-1,2,3,4-tetrahydronaphthalen-2-yl)phenyl]amide). Yields the product C(C)N(CC1=CC=NC=C1)C1=C(C=CC(=C1)OC)C1CC2=CC=C(C=C2CC1)OC (ethyl[5-methoxy-2-(6-methoxy-1,2,3,4-tetrahydronaphthalen-2-yl)phenyl]pyridin-4-ylmethylamine). Yield: 27.3%. RXN SMILES: C(NC1C=C(OC)C=CC=1C1CCC2C(=CC=C(OC)C=2)C1)C.Cl.C(Cl)(=O)C1C=CN=CC=1.[CH2:34]([N:36]([C:45]1[CH:50]=[C:49]([O:51][CH3:52])[CH:48]=[CH:47][C:46]=1[CH:53]1[CH2:62][CH2:61][C:60]2[C:55](=[CH:56][CH:57]=[C:58]([O:63][CH3:64])[CH:59]=2)[CH2:54]1)[C:37]([C:39]1[CH:44]=[CH:43][N:42]=[CH:41][CH:40]=1)=O)[CH3:35]>>[CH2:34]([N:36]([C:45]1[CH:50]=[C:49]([O:51][CH3:52])[CH:48]=[CH:47][C:46]=1[CH:53]1[CH2:62][CH2:61][C:60]2[C:55](=[CH:56][CH:57]=[C:58]([O:63][CH3:64])[CH:59]=2)[CH2:54]1)[CH2:37][C:39]1[CH:40]=[CH:41][N:42]=[CH:43][CH:44]=1)[CH3:35] |f:1.2|. Reported procedure: Synthesized from ethyl[5-methoxy-2-(6-methoxy-1,2,3,4-tetrahydronaphthalen-2-yl)phenyl]amine and isonicotinoyl chloride hydrochloride according to an analogous synthetic method to Preparation Example 86, pyridine-4-carboxylic acid ethyl [5-methoxy-2-(6-methoxy-1,2,3,4-tetrahydronaphthalen-2-yl)phenyl]amide (163 mg) was used according to an analogous synthetic method to Example 337 described below to provide ethyl[5-methoxy-2-(6-methoxy-1,2,3,4-tetrahydronaphthalen-2-yl)phenyl]pyridin-4-ylmethyla... The reactants are NC1=NC(=C(C(=N1)Br)C#N)SC (2-amino-4-bromo-6-methylsulfanyl-pyrimidine-5-carbonitrile), CC1=NNC(=C1)C (3,5-dimethylpyrazole), C([O-])([O-])=O.[Cs+].[Cs+] (cesium carbonate). The solvent is CN1CCCC1=O (NMP). Yields the product NC1=NC(=C(C(=N1)N1N=C(C=C1C)C)C#N)SC (2-Amino-4-(3,5-dimethyl-pyrazol-1-yl)-6-methylsulfanyl-pyrimidine-5-carbonitrile). RXN SMILES: [NH2:1][C:2]1[N:7]=[C:6](Br)[C:5]([C:9]#[N:10])=[C:4]([S:11][CH3:12])[N:3]=1.[CH3:13][C:14]1[CH:18]=[C:17]([CH3:19])[NH:16][N:15]=1.C(=O)([O-])[O-].[Cs+].[Cs+]>CN1C(=O)CCC1>[NH2:1][C:2]1[N:7]=[C:6]([N:15]2[C:14]([CH3:13])=[CH:18][C:17]([CH3:19])=[N:16]2)[C:5]([C:9]#[N:10])=[C:4]([S:11][CH3:12])[N:3]=1 |f:2.3.4|. Procedure: From 2-amino-4-bromo-6-methylsulfanyl-pyrimidine-5-carbonitrile, 3,5-dimethylpyrazole and cesium carbonate in NMP. EI-MS m/e (%): 259 ([M—H]−, 100). The product is BrC1=CN=C(S1)C(C)=O (1-(5-bromo-1,3-thiazol-2-yl)ethanone). Starting materials: BrC1=CN=C(S1)C(C)(OC)OC (5-bromo-2-(1,1-dimethoxyethyl)-1,3-thiazole), Cl (HCl). Procedure details: A solution of 5-bromo-2-(1,1-dimethoxyethyl)-1,3-thiazole (35 g) was dissolved in acetone (200 ml) and water (200 ml), was added con. HCl (40 ml). The mixture was stirred for 5 h at room temperature. After concentration to remove acetone, the residue was adjusted to pH=7 by the addition of NaHCO3 and extracted with ether (30 ml×3). The organic layers were washed with brine, dried over Na2SO4 and concentrated to afford 25 g of 1-(5-bromo-1,3-thiazol-2-yl)ethanone as solid (87.4%). 1H-NMR (CDCl3 4... Run in CC(=O)C (acetone), O (water). The yield is 87.4%. Reaction conditions: time 5 hour. RXN SMILES: [Br:1][C:2]1[S:6][C:5]([C:7](OC)([O:9]C)[CH3:8])=[N:4][CH:3]=1.Cl>CC(C)=O.O>[Br:1][C:2]1[S:6][C:5]([C:7](=[O:9])[CH3:8])=[N:4][CH:3]=1. Reactants: [N+](=O)([O-])C=1C=C(C=CC1)NC1=C(C=O)C=CC=N1 (2-(3-nitrophenylamino)nicotinaldehyde), S1C(=NC2=C1C=CC=C2)CCCCCC(=O)OCC (ethyl 6-(benzothiazol-2-yl)hexanoate), [Li+].CC(C)[N-]C(C)C (LDA). Run in CN(C)C=O (DMF). The product is [N+](=O)([O-])C=1C=C(C=CC1)N1C(C(=CC2=CC=CN=C12)CCCCC=1SC2=C(N1)C=CC=C2)=O (1-(3-nitrophenyl)-3-[4-(benzothiazol-2-yl)butyl]-1,8-naphthyridin-2(1H)-one). As a reaction SMILES: [N+:1]([C:4]1[CH:5]=[C:6]([NH:10][C:11]2[N:18]=[CH:17][CH:16]=[CH:15][C:12]=2[CH:13]=O)[CH:7]=[CH:8][CH:9]=1)([O-:3])=[O:2].[S:19]1[C:23]2[CH:24]=[CH:25][CH:26]=[CH:27][C:22]=2[N:21]=[C:20]1[CH2:28][CH2:29][CH2:30][CH2:31][CH2:32][C:33](OCC)=[O:34].[Li+].CC([N-]C(C)C)C>CN(C=O)C>[N+:1]([C:4]1[CH:5]=[C:6]([N:10]2[C:11]3[C:12](=[CH:15][CH:16]=[CH:17][N:18]=3)[CH:13]=[C:32]([CH2:31][CH2:30][CH2:29][CH2:28][C:20]3[S:19][C:23]4[CH:24]=[CH:25][CH:26]=[CH:27][C:22]=4[N:21]=3)[C:33]2=[O:34])[CH:7]=[CH:8][CH:9]=1)([O-:3])=[O:2] |f:2.3|. Reported procedure: The procedure of Example 1 was repeated using 2-(3-nitrophenylamino)nicotinaldehyde (1.0 eq.), ethyl 6-(benzothiazol-2-yl)hexanoate (1.5 eq., prepared according to the procedure of Example 13 in JP, A, 8-208631 (1996)) and LDA (1.5 eq.) to obtain 1-(3-nitrophenyl)-3-[4-(benzothiazol-2-yl)butyl]-1,8-naphthyridin-2(1H)-one, mp 167.5 to 169.5° C./DMF, wherein the product was purified through silica gel column chromatography and recrystallization. As a reaction SMILES: [CH2:1]([CH2:2][CH2:3][CH3:4])[NH:5][c:6]1[n:7][c:8]([NH2:26])[c:9]2[n:10][c:11]([O:24][CH3:25])[n:12]([CH2:15][CH2:16][CH2:17][CH:18]3[CH2:19][CH2:20][O:21][CH2:22][CH2:23]3)[c:13]2[n:14]1.[CH3:34][OH:35].[ClH:27].[O:28]1[CH2:29][CH2:30][O:31][CH2:32][CH2:33]1>>[CH2:1]([CH2:2][CH2:3][CH3:4])[NH:5][c:6]1[n:7][c:8]([NH2:26])[c:9]2[nH:10][c:11](=[O:24])[n:12]([CH2:15][CH2:16][CH2:17][CH:18]3[CH2:19][CH2:20][O:21][CH2:22][CH2:23]3)[c:13]2[n:14]1. Yields the product CCCCNc1nc(N)c2[nH]c(=O)n(CCCC3CCOCC3)c2n1. The reactants are CCCCNc1nc(N)c2nc(OC)n(CCCC3CCOCC3)c2n1, CO, Cl, C1COCCO1. Reactants: CCOC(=O)C1=C(c2ccccc2)c2ccc(O)cc2C1=O, CCOC(=O)N=NC(=O)OCC, C1CCOC1, OCCCc1ccccc1, c1ccc(P(c2ccccc2)c2ccccc2)cc1. Product: CCOC(=O)C1=C(c2ccccc2)c2ccc(OCCCc3ccccc3)cc2C1=O. As a reaction SMILES: [CH2:1]([CH3:2])[O:3][C:4](=[O:5])[C:6]1=[C:14]([c:15]2[cH:16][cH:17][cH:18][cH:19][cH:20]2)[c:13]2[c:8]([cH:9][c:10]([OH:21])[cH:11][cH:12]2)[C:7]1=[O:22].[O:52]=[C:53]([O:54][CH2:55][CH3:56])[N:57]=[N:58][C:59]([O:60][CH2:61][CH3:62])=[O:63].[O:64]1[CH2:65][CH2:66][CH2:67][CH2:68]1.[c:23]1([CH2:29][CH2:30][CH2:31][OH:32])[cH:24][cH:25][cH:26][cH:27][cH:28]1.[c:33]1([P:34]([c:35]2[cH:36][cH:37][cH:38][cH:39][cH:40]2)[c:41]2[cH:42][cH:43][cH:44][cH:45][cH:46]2)[cH:47][cH:48][cH:49][cH:50][cH:51]1>>[CH2:1]([CH3:2])[O:3][C:4](=[O:5])[C:6]1=[C:14]([c:15]2[cH:16][cH:17][cH:18][cH:19][cH:20]2)[c:13]2[c:8]([cH:9][c:10]([O:21][CH2:31][CH2:30][CH2:29][c:23]3[cH:24][cH:25][cH:26][cH:27][cH:28]3)[cH:11][cH:12]2)[C:7]1=[O:22]. Reactants: CC(=O)c1csc(-c2ccc(C(C)(C)C)cc2)c1O, COC(=O)C1CCN(C(=S)NN)CC1. Product: COC(=O)C1CCN(C(=S)NN=C(C)c2csc(-c3ccc(C(C)(C)C)cc3)c2O)CC1. As a reaction SMILES: [C:1]([CH3:2])([CH3:3])([CH3:4])[c:5]1[cH:6][cH:7][c:8](-[c:11]2[s:12][cH:13][c:14]([C:17](=[O:18])[CH3:19])[c:15]2[OH:16])[cH:9][cH:10]1.[NH:20]([NH2:21])[C:22](=[S:23])[N:24]1[CH2:25][CH2:26][CH:27]([C:30](=[O:31])[O:32][CH3:33])[CH2:28][CH2:29]1>>[C:1]([CH3:2])([CH3:3])([CH3:4])[c:5]1[cH:6][cH:7][c:8](-[c:11]2[s:12][cH:13][c:14]([C:17]([CH3:19])=[N:21][NH:20][C:22](=[S:23])[N:24]3[CH2:25][CH2:26][CH:27]([C:30](=[O:31])[O:32][CH3:33])[CH2:28][CH2:29]3)[c:15]2[OH:16])[cH:9][cH:10]1.